From a dataset of the Open Reaction Database (ORD), a public repository of structured organic reaction records. describe an organic reaction: reactants, conditions, products, and yield Reactants: COCCBr, O=C([O-])[O-], CS(=O)(=O)Oc1cccc(C2CCNCC2)c1F, CC#N, [K+], [K+]. The product is COCCN1CCC(c2cccc(OS(C)(=O)=O)c2F)CC1. RXN SMILES: [Br:25][CH2:26][CH2:27][O:28][CH3:29].[C:19](=[O:20])([O-:21])[O-:22].[CH3:1][S:2](=[O:3])(=[O:4])[O:5][c:6]1[c:7]([F:18])[c:8]([CH:12]2[CH2:13][CH2:14][NH:15][CH2:16][CH2:17]2)[cH:9][cH:10][cH:11]1.[CH3:30][C:31]#[N:32].[K+:23].[K+:24]>>[CH3:1][S:2](=[O:3])(=[O:4])[O:5][c:6]1[c:7]([F:18])[c:8]([CH:12]2[CH2:13][CH2:14][N:15]([CH2:26][CH2:27][O:28][CH3:29])[CH2:16][CH2:17]2)[cH:9][cH:10][cH:11]1.